This data is from the Open Reaction Database (ORD), a public repository of structured organic reaction records. The task is: describe an organic reaction: reactants, conditions, products, and yield Reactants: CC1=C(COC2=C(CC=3C(NNC3C(C)C)=O)C=CC=C2)C=C(C=C1)C (4-[2-(2,5-dimethylbenzyloxy)benzyl]-5-isopropyl-1,2-dihydropyrazol-3-one), [H-].[Na+] (sodium hydride), CC(=O)OC[C@@H]1[C@H]([C@@H]([C@H]([C@H](O1)Br)OC(=O)C)OC(=O)C)OC(=O)C (acetobromo-α-D-glucose), O (Water). Run in CN(C=O)C (N,N-dimethylformamide), CN(C=O)C (N,N-dimethylformamide). Run at time 15 minute. The product is CC1=C(COC2=C(CC=3C(=NNC3C(C)C)O[C@H]3[C@H](OC(C)=O)[C@@H](OC(C)=O)[C@H](OC(C)=O)[C@H](O3)COC(C)=O)C=CC=C2)C=C(C=C1)C (4-[2-(2,5-dimethylbenzyloxy)benzyl]-5-isopropyl-3-(2,3,4,6-tetra-O-acetyl-β-D-glucopyranosyloxy)-1H-pyrazole). RXN SMILES: [CH3:1][C:2]1[CH:25]=[CH:24][C:23]([CH3:26])=[CH:22][C:3]=1[CH2:4][O:5][C:6]1[CH:21]=[CH:20][CH:19]=[CH:18][C:7]=1[CH2:8][C:9]1[C:10](=[O:17])[NH:11][NH:12][C:13]=1[CH:14]([CH3:16])[CH3:15].[H-].[Na+].[CH3:29][C:30]([O:32][CH2:33][C@H:34]1[O:39][C@H:38](Br)[C@H:37]([O:41][C:42]([CH3:44])=[O:43])[C@@H:36]([O:45][C:46]([CH3:48])=[O:47])[C@@H:35]1[O:49][C:50]([CH3:52])=[O:51])=[O:31].O>CN(C)C=O>[CH3:1][C:2]1[CH:25]=[CH:24][C:23]([CH3:26])=[CH:22][C:3]=1[CH2:4][O:5][C:6]1[CH:21]=[CH:20][CH:19]=[CH:18][C:7]=1[CH2:8][C:9]1[C:10]([O:17][C@@H:38]2[O:39][C@H:34]([CH2:33][O:32][C:30](=[O:31])[CH3:29])[C@@H:35]([O:49][C:50](=[O:51])[CH3:52])[C@H:36]([O:45][C:46](=[O:47])[CH3:48])[C@H:37]2[O:41][C:42](=[O:43])[CH3:44])=[N:11][NH:12][C:13]=1[CH:14]([CH3:16])[CH3:15] |f:1.2|. Procedure: To a solution of 4-[2-(2,5-dimethylbenzyloxy)benzyl]-5-isopropyl-1,2-dihydropyrazol-3-one (152 mg) in N,N-dimethylformamide (1 mL) was added sodium hydride (60%, 18 mg), and the mixture was stirred at room temperature for 15 minutes. To the reaction mixture was added a solution of acetobromo-α-D-glucose (214 mg) in N,N-dimethylformamide (1 mL), and the resulting mixture was stirred at room temperature overnight. Water was added to the reaction mixture, and the mixture was extracted with ethyl ac... Reactants: CC[C@H](C)[C@@H](C(=O)NCC(=O)N[C@@H](C)C(=O)N[C@@H](C(C)C)C(=O)N[C@@H](CC(C)C)C(=O)N[C@@H](CCCCN)C(=O)N[C@@H](C(C)C)C(=O)N[C@@H](CC(C)C)C(=O)N[C@@H]([C@@H](C)O)C(=O)N[C@@H]([C@@H](C)O)C(=O)NCC(=O)N[C@@H](CC(C)C)C(=O)N1CCC[C@H]1C(=O)N[C@@H](C)C(=O)N[C@@H](CC(C)C)C(=O)N[C@@H]([C@@H](C)CC)C(=O)N[C@@H](CO)C(=O)N[C@@H](CC2=CNC3=C2C=CC=C3)C(=O)N[C@@H]([C@@H](C)CC)C(=O)N[C@@H](CCCCN)C(=O)N[C@@H](CCCNC(=N)N)C(=O)N[C@@H](CCCCN)C(=O)N[C@@H](CCCNC(=N)N)C(=O)N[C@@H](CCC(=O)N)C(=O)N[C@@H](CCC(=O)N)C(=O)N)NC(=O)CN (Melittin), ON1[C@H]2CS[C@@H](CCCC(C(O)=O)N3C(CCC3=O)=O)[C@H]2NC1=O (N-hydroxysuccinimidobiotin). Solvent: P(=O)([O-])([O-])[O-].[Na+].[Na+].[Na+] (sodium phosphate). Run at time 2 hour. Product: CC[C@H](C)[C@@H](C(=O)NCC(=O)N[C@@H](C)C(=O)N[C@@H](C(C)C)C(=O)N[C@@H](CC(C)C)C(=O)N[C@@H](CCCCN)C(=O)N[C@@H](C(C)C)C(=O)N[C@@H](CC(C)C)C(=O)N[C@@H]([C@@H](C)O)C(=O)N[C@@H]([C@@H](C)O)C(=O)NCC(=O)N[C@@H](CC(C)C)C(=O)N1CCC[C@H]1C(=O)N[C@@H](C)C(=O)N[C@@H](CC(C)C)C(=O)N[C@@H]([C@@H](C)CC)C(=O)N[C@@H](CO)C(=O)N[C@@H](CC2=CNC3=C2C=CC=C3)C(=O)N[C@@H]([C@@H](C)CC)C(=O)N[C@@H](CCCCN)C(=O)N[C@@H](CCCNC(=N)N)C(=O)N[C@@H](CCCCN)C(=O)N[C@@H](CCCNC(=N)N)C(=O)N[C@@H](CCC(=O)N)C(=O)N[C@@H](CCC(=O)N)C(=O)N)NC(=O)CN.OC(=O)CCCC[C@@H]1SC[C@@H]2NC(=O)N[C@H]12 (Melittin Biotin). Reaction SMILES: [CH3:1][CH2:2][C@@H:3]([C@H:5]([NH:197][C:198]([CH2:200][NH2:201])=[O:199])[C:6]([NH:8][CH2:9][C:10]([NH:12][C@H:13]([C:15]([NH:17][C@H:18]([C:22]([NH:24][C@H:25]([C:30]([NH:32][C@H:33]([C:39]([NH:41][C@H:42]([C:46]([NH:48][C@H:49]([C:54]([NH:56][C@H:57]([C:61]([NH:63][C@H:64]([C:68]([NH:70][CH2:71][C:72]([NH:74][C@H:75]([C:80]([N:82]1[C@H:86]([C:87]([NH:89][C@H:90]([C:92]([NH:94][C@H:95]([C:100]([NH:102][C@H:103]([C:108]([NH:110][C@H:111]([C:114]([NH:116][C@H:117]([C:128]([NH:130][C@H:131]([C:136]([NH:138][C@H:139]([C:145]([NH:147][C@H:148]([C:156]([NH:158][C@H:159]([C:165]([NH:167][C@H:168]([C:176]([NH:178][C@H:179]([C:185]([NH:187][C@H:188]([C:194]([NH2:196])=[O:195])[CH2:189][CH2:190][C:191]([NH2:193])=[O:192])=[O:186])[CH2:180][CH2:181][C:182]([NH2:184])=[O:183])=[O:177])[CH2:169][CH2:170][CH2:171][NH:172][C:173]([NH2:175])=[NH:174])=[O:166])[CH2:160][CH2:161][CH2:162][CH2:163][NH2:164])=[O:157])[CH2:149][CH2:150][CH2:151][NH:152][C:153]([NH2:155])=[NH:154])=[O:146])[CH2:140][CH2:141][CH2:142][CH2:143][NH2:144])=[O:137])[C@H:132]([CH2:134][CH3:135])[CH3:133])=[O:129])[CH2:118][C:119]2[C:123]3[CH:124]=[CH:125][CH:126]=[CH:127][C:122]=3[NH:121][CH:120]=2)=[O:115])[CH2:112][OH:113])=[O:109])[C@H:104]([CH2:106][CH3:107])[CH3:105])=[O:101])[CH2:96][CH:97]([CH3:99])[CH3:98])=[O:93])[CH3:91])=[O:88])[CH2:85][CH2:84][CH2:83]1)=[O:81])[CH2:76][CH:77]([CH3:79])[CH3:78])=[O:73])=[O:69])[C@H:65]([OH:67])[CH3:66])=[O:62])[C@H:58]([OH:60])[CH3:59])=[O:55])[CH2:50][CH:51]([CH3:53])[CH3:52])=[O:47])[CH:43]([CH3:45])[CH3:44])=[O:40])[CH2:34][CH2:35][CH2:36][CH2:37][NH2:38])=[O:31])[CH2:26][CH:27]([CH3:29])[CH3:28])=[O:23])[CH:19]([CH3:21])[CH3:20])=[O:16])[CH3:14])=[O:11])=[O:7])[CH3:4].O[N:203]1[C:224](=[O:225])[NH:223][C@H:222]2[C@@H:204]1[CH2:205][S:206][C@H:207]2[CH2:208][CH2:209][CH2:210][CH:211](N1C(=O)CCC1=O)[C:212](=[O:214])[OH:213]>P([O-])([O-])([O-])=O.[Na+].[Na+].[Na+]>[CH3:1][CH2:2][C@@H:3]([C@H:5]([NH:197][C:198]([CH2:200][NH2:201])=[O:199])[C:6]([NH:8][CH2:9][C:10]([NH:12][C@H:13]([C:15]([NH:17][C@H:18]([C:22]([NH:24][C@H:25]([C:30]([NH:32][C@H:33]([C:39]([NH:41][C@H:42]([C:46]([NH:48][C@H:49]([C:54]([NH:56][C@H:57]([C:61]([NH:63][C@H:64]([C:68]([NH:70][CH2:71][C:72]([NH:74][C@H:75]([C:80]([N:82]1[C@H:86]([C:87]([NH:89][C@H:90]([C:92]([NH:94][C@H:95]([C:100]([NH:102][C@H:103]([C:108]([NH:110][C@H:111]([C:114]([NH:116][C@H:117]([C:128]([NH:130][C@H:131]([C:136]([NH:138][C@H:139]([C:145]([NH:147][C@H:148]([C:156]([NH:158][C@H:159]([C:165]([NH:167][C@H:168]([C:176]([NH:178][C@H:179]([C:185]([NH:187][C@H:188]([C:194]([NH2:196])=[O:195])[CH2:189][CH2:190][C:191]([NH2:193])=[O:192])=[O:186])[CH2:180][CH2:181][C:182]([NH2:184])=[O:183])=[O:177])[CH2:169][CH2:170][CH2:171][NH:172][C:173]([NH2:175])=[NH:174])=[O:166])[CH2:160][CH2:161][CH2:162][CH2:163][NH2:164])=[O:157])[CH2:149][CH2:150][CH2:151][NH:152][C:153]([NH2:155])=[NH:154])=[O:146])[CH2:140][CH2:141][CH2:142][CH2:143][NH2:144])=[O:137])[C@H:132]([CH2:134][CH3:135])[CH3:133])=[O:129])[CH2:118][C:119]2[C:123]3[CH:124]=[CH:125][CH:126]=[CH:127][C:122]=3[NH:121][CH:120]=2)=[O:115])[CH2:112][OH:113])=[O:109])[C@H:104]([CH2:106][CH3:107])[CH3:105])=[O:101])[CH2:96][CH:97]([CH3:98])[CH3:99])=[O:93])[CH3:91])=[O:88])[CH2:85][CH2:84][CH2:83]1)=[O:81])[CH2:76][CH:77]([CH3:78])[CH3:79])=[O:73])=[O:69])[C@H:65]([OH:67])[CH3:66])=[O:62])[C@H:58]([OH:60])[CH3:59])=[O:55])[CH2:50][CH:51]([CH3:53])[CH3:52])=[O:47])[CH:43]([CH3:45])[CH3:44])=[O:40])[CH2:34][CH2:35][CH2:36][CH2:37][NH2:38])=[O:31])[CH2:26][CH:27]([CH3:29])[CH3:28])=[O:23])[CH:19]([CH3:21])[CH3:20])=[O:16])[CH3:14])=[O:11])=[O:7])[CH3:4].[OH:214][C:212]([CH2:211][CH2:210][CH2:209][CH2:208][C@H:207]1[C@@H:222]2[C@@H:204]([NH:203][C:224]([NH:223]2)=[O:225])[CH2:205][S:206]1)=[O:213] |f:2.3.4.5,6.7|. Reported procedure: Melittin (1.7 mg) was dissolved in 2 ml of 0.15M sodium phosphate, pH 7.8. To this solution was added 5 mg of N-hydroxysuccinimidobiotin, available commercially from a number of suppliers, and the biotinylation reaction was allowed to proceed at 25° C. for 2 hours. During this time, a large precipitate formed. The precipitate was collected by contrifugation and then dissolved in 1.5 ml of 0.1M sodium acetate buffer, pH 5.6. This sample was then chromatographed on a Sephadex G-25 column (1.5×40 c... Reactants: ClC1=CC=NC2=CC(=C(C=C12)OC)OC (4-Chloro-6,7-dimethoxyquinoline), ClC=1C=NC(=C(C1)O)O (3-chloro-5,6-dihydroxypyridine), O (water). The reagents and catalysts are CN(C1=CC=NC=C1)C (4-dimethylaminopyridine). Run in ClC1=C(C=CC=C1)Cl (o-dichlorobenzene). Run at temperature 160 celsius, time 3 hour. Yields the product ClC=1C=C(C(=NC1)O)OC1=CC=NC2=CC(=C(C=C12)OC)OC (4-(5-chloro-2-hydroxy-pyridin-3-yloxy)-6,7-dimethoxyquinoline). Yield: 24.7%. Reaction SMILES: Cl[C:2]1[C:11]2[C:6](=[CH:7][C:8]([O:14][CH3:15])=[C:9]([O:12][CH3:13])[CH:10]=2)[N:5]=[CH:4][CH:3]=1.[Cl:16][C:17]1[CH:18]=[N:19][C:20]([OH:24])=[C:21]([OH:23])[CH:22]=1.O>CN(C)C1C=CN=CC=1.ClC1C=CC=CC=1Cl>[Cl:16][C:17]1[CH:22]=[C:21]([O:23][C:2]2[C:11]3[C:6](=[CH:7][C:8]([O:14][CH3:15])=[C:9]([O:12][CH3:13])[CH:10]=3)[N:5]=[CH:4][CH:3]=2)[C:20]([OH:24])=[N:19][CH:18]=1. Procedure details: 4-Chloro-6,7-dimethoxyquinoline (226 mg), 3-chloro-5,6-dihydroxypyridine (290 mg), and 4-dimethylaminopyridine (360 mg) were suspended in o-dichlorobenzene (13 ml), and the suspension was stirred at 160° C. for 3 hr. The reaction solution was cooled to room temperature, water was then added to the residue, and the mixture was extracted with chloroform. The chloroform layer was washed with water and was dried over anhydrous sodium sulfate. The solvent was removed by distillation under the reduced... Starting materials: NC1Cc2ccccc2C1, O, c1ccncc1, O=C(Cl)c1cnc2ccccc2n1. Yields the product O=C(NC1Cc2ccccc2C1)c1cnc2ccccc2n1. As a reaction SMILES: [NH2:14][CH:15]1[CH2:16][c:17]2[cH:18][cH:19][cH:20][cH:21][c:22]2[CH2:23]1.[OH2:30].[cH:24]1[cH:25][cH:26][n:27][cH:28][cH:29]1.[n:1]1[c:2]([C:11](=[O:12])[Cl:13])[cH:3][n:4][c:5]2[cH:6][cH:7][cH:8][cH:9][c:10]12>>[n:1]1[c:2]([C:11](=[O:12])[NH:14][CH:15]2[CH2:16][c:17]3[cH:18][cH:19][cH:20][cH:21][c:22]3[CH2:23]2)[cH:3][n:4][c:5]2[cH:6][cH:7][cH:8][cH:9][c:10]12. Conditions: time 16 hour. Run in C1=CC=CC=C1 (benzene), C1=CC=CC=C1 (benzene). Product: C(=O)C1=CC=C(OCCN(C(OC(C)(C)C)=O)C)C=C1 (N-[2-(4-formylphenoxy)ethyl]-N-methylcarbamic acid, 1,1-dimethylethyl ester). Reactants: OC1=CC=C(C=O)C=C1 (4-hydroxybenzaldehyde), C1(=CC=CC=C1)P(C1=CC=CC=C1)C1=CC=CC=C1 (triphenylphosphine), N(=NC(=O)OC(C)C)C(=O)OC(C)C (diisopropyl azodicarboxylate), OCCN(C(OC(C)(C)C)=O)C (N-(2-hydroxyethyl)-N-methylcarbamic acid, 1,1-dimethylethyl ester). RXN SMILES: [OH:1][CH2:2][CH2:3][N:4]([CH3:12])[C:5](=[O:11])[O:6][C:7]([CH3:10])([CH3:9])[CH3:8].O[C:14]1[CH:21]=[CH:20][C:17]([CH:18]=[O:19])=[CH:16][CH:15]=1.C1(P(C2C=CC=CC=2)C2C=CC=CC=2)C=CC=CC=1.N(C(OC(C)C)=O)=NC(OC(C)C)=O>C1C=CC=CC=1>[CH:18]([C:17]1[CH:20]=[CH:21][C:14]([O:1][CH2:2][CH2:3][N:4]([CH3:12])[C:5](=[O:11])[O:6][C:7]([CH3:8])([CH3:9])[CH3:10])=[CH:15][CH:16]=1)=[O:19]. Isolated yield 52.0%. Procedure: A solution of N-(2-hydroxyethyl)-N-methylcarbamic acid, 1,1-dimethylethyl ester (7.05 g, 40.2 mmol; W. S. Saari and all, J. Med. Chem. 33, 97 (1990)), 4-hydroxybenzaldehyde (3.75 g, 30.7 mmol) and triphenylphosphine (10.57 g, 40.3 mmol) in dry benzene (120 ml) was cooled to 15° C. and treated with diisopropyl azodicarboxylate (8.15 g, 40.3 mmol) in dry benzene (20 ml) added dropwise over 20 min. After 16 h at 22° C., and chromatography on silica gel (elution toluene-ethyl acetate 9:1-8:2) gave 4... Starting materials: CC(C)(C)OC(=O)CN(CCc1ccc([N+](=O)[O-])cc1)C(=O)CCNC(=O)OC(C)(C)C, C1CCOC1, CC(=O)O, [Na+], [OH-], O. The product is CC(C)(C)OC(=O)NCCC(=O)N(CCc1ccc([N+](=O)[O-])cc1)CC(=O)O. As a reaction SMILES: [C:1]([CH3:2])([CH3:3])([CH3:4])[O:5][C:6]([CH2:7][N:8]([CH2:9][CH2:10][c:11]1[cH:12][cH:13][c:14]([N+:17](=[O:18])[O-:19])[cH:15][cH:16]1)[C:20]([CH2:21][CH2:22][NH:23][C:24](=[O:25])[O:26][C:27]([CH3:28])([CH3:29])[CH3:30])=[O:31])=[O:32].[CH2:40]1[O:41][CH2:42][CH2:43][CH2:44]1.[CH3:36][C:37](=[O:38])[OH:39].[Na+:35].[OH-:34].[OH2:33]>>[O:5]=[C:6]([CH2:7][N:8]([CH2:9][CH2:10][c:11]1[cH:12][cH:13][c:14]([N+:17](=[O:18])[O-:19])[cH:15][cH:16]1)[C:20]([CH2:21][CH2:22][NH:23][C:24](=[O:25])[O:26][C:27]([CH3:28])([CH3:29])[CH3:30])=[O:31])[OH:32].